The task is: describe an organic reaction: reactants, conditions, products, and yield. This data is from the Open Reaction Database (ORD), a public repository of structured organic reaction records. Reactants: [BH4-], C1CCOC1, CN1CCOCC1, [Cl-], Cc1cc(C(=O)N2CCCCc3ccccc32)ccc1CNC(=O)N1CCC(=O)N(CC(=O)O)c2cccc(F)c21, [NH4+], [Na+], O. The product is Cc1cc(C(=O)N2CCCCc3ccccc32)ccc1CNC(=O)N1CCC(=O)N(CCO)c2cccc(F)c21. Reaction SMILES: [BH4-:49].[CH2:53]1[O:54][CH2:55][CH2:56][CH2:57]1.[CH3:42][N:43]1[CH2:44][CH2:45][O:46][CH2:47][CH2:48]1.[Cl-:51].[F:1][c:2]1[cH:3][cH:4][cH:5][c:6]2[c:12]1[N:11]([C:13]([NH:14][CH2:15][c:16]1[c:17]([CH3:35])[cH:18][c:19]([C:22](=[O:23])[N:24]3[c:25]4[c:26]([cH:31][cH:32][cH:33][cH:34]4)[CH2:27][CH2:28][CH2:29][CH2:30]3)[cH:20][cH:21]1)=[O:36])[CH2:10][CH2:9][C:8](=[O:37])[N:7]2[CH2:38][C:39](=[O:40])[OH:41].[NH4+:52].[Na+:50].[OH2:58]>>[F:1][c:2]1[cH:3][cH:4][cH:5][c:6]2[c:12]1[N:11]([C:13]([NH:14][CH2:15][c:16]1[c:17]([CH3:35])[cH:18][c:19]([C:22](=[O:23])[N:24]3[c:25]4[c:26]([cH:31][cH:32][cH:33][cH:34]4)[CH2:27][CH2:28][CH2:29][CH2:30]3)[cH:20][cH:21]1)=[O:36])[CH2:10][CH2:9][C:8](=[O:37])[N:7]2[CH2:38][CH2:39][OH:40].